From a dataset of the Open Reaction Database (ORD), a public repository of structured organic reaction records. describe an organic reaction: reactants, conditions, products, and yield Reaction SMILES: [CH3:1][C:2]1[C:11]2[CH2:10][CH2:9][CH2:8][CH:7]([S:12][C:13]3[CH:18]=[CH:17][CH:16]=[CH:15][CH:14]=3)[C:6]=2[N:5]=[CH:4][CH:3]=1.ClC1C=C(C=CC=1)C(OO)=[O:24]>ClCCl>[CH3:1][C:2]1[C:11]2[CH2:10][CH2:9][CH2:8][CH:7]([S:12]([C:13]3[CH:18]=[CH:17][CH:16]=[CH:15][CH:14]=3)=[O:24])[C:6]=2[N:5]=[CH:4][CH:3]=1. Run in ClCCl (dichloromethane). Yields the product CC1=CC=NC=2C(CCCC12)S(=O)C1=CC=CC=C1 (5,6,7,8-tetrahydro-4-methyl-8-(phenylsulphinyl)quinoline). Reaction conditions: time 30 minute. Procedure: A solution of the product of Step 4 (10.0 g, 39.2 mmol) in dichloromethane (200 ml) was treated portionwise with 86% 3-chloroperoxybenzoic acid (8.0 g, 40 mmol) at <10° , stirred for 30 min, washed with 0.1N-NaOH, dried (Na2SO4), and evaporated in vacuo to give the crude product (10.8 g) as a solid. The reactants are CC1=CC=NC=2C(CCCC12)SC1=CC=CC=C1 (5,6,7,8-tetrahydro-4-methyl-8-(phenylthio)quinoline), ClC=1C=C(C(=O)OO)C=CC1 (3-chloroperoxybenzoic acid). Isolated yield 101.5%. Reactants: FC(C1=C(C(=O)OC)C=CC(=C1)OCOC)F (methyl 2-(difluoromethyl)-4-(methoxymethoxy)benzoate), Cl (hydrochloric acid), C(C)O (ethanol). Run in O (water). Reaction conditions: temperature 80 celsius, time 3 hour. The product is FC(C1=C(C(=O)OC)C=CC(=C1)O)F (Methyl 2-(difluoromethyl)-4-hydroxybenzoate). Isolated yield 84.6%. As a reaction SMILES: [F:1][CH:2]([F:17])[C:3]1[CH:12]=[C:11]([O:13]COC)[CH:10]=[CH:9][C:4]=1[C:5]([O:7][CH3:8])=[O:6].Cl.C(O)C>O>[F:1][CH:2]([F:17])[C:3]1[CH:12]=[C:11]([OH:13])[CH:10]=[CH:9][C:4]=1[C:5]([O:7][CH3:8])=[O:6]. Reported procedure: To methyl 2-(difluoromethyl)-4-(methoxymethoxy)benzoate (720 mg) were added 2N hydrochloric acid (6 ml) and ethanol (6 ml), and the mixture was stirred at 80° C. for 3 hours. The mixture was cooled to room temperature, and water was added thereto, and extracted with ethyl acetate. To the extract was added a saturated aqueous sodium chloride solution, and the mixture was dried over sodium sulfate, filtered, and concentrated under reduced pressure. The obtained residue was purified by silica gel c...